From a dataset of the Open Reaction Database (ORD), a public repository of structured organic reaction records. describe an organic reaction: reactants, conditions, products, and yield Reactants: BrC(Br)(Br)Br, C1CCOC1, OCc1cc(F)ccc1OCC#Cc1ccc(C(F)(F)F)cc1, c1ccc(P(c2ccccc2)c2ccccc2)cc1. The product is Fc1ccc(OCC#Cc2ccc(C(F)(F)F)cc2)c(CBr)c1. As a reaction SMILES: [Br:20][C:21]([Br:22])([Br:23])[Br:24].[CH2:48]1[O:49][CH2:50][CH2:51][CH2:52]1.[F:25][c:26]1[cH:27][cH:28][c:29]([O:34][CH2:35][C:36]#[C:37][c:38]2[cH:39][cH:40][c:41]([C:44]([F:45])([F:46])[F:47])[cH:42][cH:43]2)[c:30]([CH2:32][OH:33])[cH:31]1.[c:1]1([P:2]([c:3]2[cH:4][cH:5][cH:6][cH:7][cH:8]2)[c:9]2[cH:10][cH:11][cH:12][cH:13][cH:14]2)[cH:15][cH:16][cH:17][cH:18][cH:19]1>>[CH2:21]([Br:24])[c:30]1[c:29]([O:34][CH2:35][C:36]#[C:37][c:38]2[cH:39][cH:40][c:41]([C:44]([F:45])([F:46])[F:47])[cH:42][cH:43]2)[cH:28][cH:27][c:26]([F:25])[cH:31]1. Starting materials: N(N)C1=NC2=C(N1)C=CC(=C2)C (2-hydrazino-5-methyl-1H-benzimidazole), C(C)(=O)C(C(=O)OCC)CC1=C(C=CC=C1)C(C)(C)C (ethyl 2-acetyl-3-[(1,1-dimethylethyl)phenyl]propanoate). Yields the product CC(C)(C)C1=C(C=CC=C1)CC=1C(=NN(C1O)C1=NC2=C(N1)C=CC(=C2)C)C (4-[[(1,1-dimethylethyl)phenyl]methyl]-3-methyl-1-(5-methyl-1H-benzimidazol-2-yl)-1H-pyrazol-5-ol). Reaction SMILES: [NH:1]([C:3]1[NH:7][C:6]2[CH:8]=[CH:9][C:10]([CH3:12])=[CH:11][C:5]=2[N:4]=1)[NH2:2].[C:13]([CH:16]([CH2:22][C:23]1[CH:28]=[CH:27][CH:26]=[CH:25][C:24]=1[C:29]([CH3:32])([CH3:31])[CH3:30])[C:17](OCC)=[O:18])(=O)[CH3:14]>>[CH3:32][C:29]([C:24]1[CH:25]=[CH:26][CH:27]=[CH:28][C:23]=1[CH2:22][C:16]1[C:13]([CH3:14])=[N:2][N:1]([C:3]2[NH:7][C:6]3[CH:8]=[CH:9][C:10]([CH3:12])=[CH:11][C:5]=3[N:4]=2)[C:17]=1[OH:18])([CH3:30])[CH3:31]. Procedure: Using 2-hydrazino-5-methyl-1H-benzimidazole (4) obtained in Example 1, step 3 and ethyl 2-acetyl-3-[(1,1-dimethylethyl)phenyl]propanoate (41), and by a method similar to that in Example 1, step 4, 4-[[(1,1-dimethylethyl)phenyl]methyl]-3-methyl-1-(5-methyl-1H-benzimidazol-2-yl)-1H-pyrazol-5-ol (42) was obtained.